This data is from the Open Reaction Database (ORD), a public repository of structured organic reaction records. The task is: describe an organic reaction: reactants, conditions, products, and yield Reactants: [H-].[Al+3].[Li+].[H-].[H-].[H-] (Lithium aluminum hydride), O.C1CCOC1 (water THF), OC(CC(=O)OCC)C=1N=CN(C1)C(C1=CC=CC=C1)(C1=CC=CC=C1)C1=CC=CC=C1 (ethyl 3-hydroxy-3-(1-trityl-1H-imidazol-4-yl)propanoate), [C@@H]([C@H](C(=O)[O-])O)(C(=O)[O-])O.[Na+].[K+] (Rochelle salt), ice-salt. The solvent is C1CCOC1 (THF), C1CCOC1 (THF). Product: C(C1=CC=CC=C1)(C1=CC=CC=C1)(C1=CC=CC=C1)N1C=NC(=C1)C(CCO)O (1-(1-trityl-1H-imidazol-4-yl)-1,3-propanediol). Reaction SMILES: [H-].[Al+3].[Li+].[H-].[H-].[H-].[OH:7][CH:8]([C:15]1[N:16]=[CH:17][N:18]([C:20]([C:33]2[CH:38]=[CH:37][CH:36]=[CH:35][CH:34]=2)([C:27]2[CH:32]=[CH:31][CH:30]=[CH:29][CH:28]=2)[C:21]2[CH:26]=[CH:25][CH:24]=[CH:23][CH:22]=2)[CH:19]=1)[CH2:9][C:10](OCC)=[O:11].O.C1COCC1.[C@H](O)(C([O-])=O)[C@@H](O)C([O-])=O.[Na+].[K+]>C1COCC1>[C:20]([N:18]1[CH:19]=[C:15]([CH:8]([OH:7])[CH2:9][CH2:10][OH:11])[N:16]=[CH:17]1)([C:33]1[CH:38]=[CH:37][CH:36]=[CH:35][CH:34]=1)([C:21]1[CH:22]=[CH:23][CH:24]=[CH:25][CH:26]=1)[C:27]1[CH:32]=[CH:31][CH:30]=[CH:29][CH:28]=1 |f:0.1.2.3.4.5,7.8,9.10.11|. Procedure details: Lithium aluminum hydride (8.78 g) was suspended in dry THF (500 ml) under an argon atmosphere, and ethyl 3-hydroxy-3-(1-trityl-1H-imidazol-4-yl)propanoate (76 g)/dry THF (350 ml) solution was added at the same temperature with stirring under ice-cooling (ice-salt). The mixture was allowed to assume room temperature and stood with stirring for 2 h. The mixture was ice-cooled again and water/THF (1/6; 58.4 ml) was added to stop the reaction. An aqueous Rochelle salt solution (240 g/1.5 L) was adde... The reactants are C1=CC=C(C=C1)COC(=O)Cl (Benzyl chloridocarbonate), N1CCC(CC1)CC(=O)OCC (ethyl piperidin-4-ylacetate), C([O-])([O-])=O.[Na+].[Na+] (sodium carbonate). The solvent is ClCCl (dichloromethane). Conditions: time 18 hour. Yields the product C(C)OC(CC1CCN(CC1)C(=O)OCC1=CC=CC=C1)=O (Benzyl 4-(2-ethoxy-2-oxoethyl)piperidine-1-carboxylate). Isolated yield 98.7%. As a reaction SMILES: [CH:1]1[CH:6]=[CH:5][C:4]([CH2:7][O:8][C:9](Cl)=[O:10])=[CH:3][CH:2]=1.[NH:12]1[CH2:17][CH2:16][CH:15]([CH2:18][C:19]([O:21][CH2:22][CH3:23])=[O:20])[CH2:14][CH2:13]1.C(=O)([O-])[O-].[Na+].[Na+]>ClCCl>[CH2:22]([O:21][C:19](=[O:20])[CH2:18][CH:15]1[CH2:16][CH2:17][N:12]([C:9]([O:8][CH2:7][C:4]2[CH:5]=[CH:6][CH:1]=[CH:2][CH:3]=2)=[O:10])[CH2:13][CH2:14]1)[CH3:23] |f:2.3.4|. Procedure: Benzyl chloridocarbonate (10.5 g, 61.3 mmol) was added to a solution of ethyl piperidin-4-ylacetate (10.0 g, 58.4 mmol) and sodium carbonate (46.2 g, 438 mmol) in dichloromethane (320 mL). After 18 h, the reaction mixture was filtered and concentrated. Purification by silica gel chromatography [75% hexanes/ethyl acetate→50% hexanes/ethyl acetate)] gave the title compound (17.6 g). MS 306.1 (M+1). Reactants: COC(=O)C=1C=CC2=C(N(S(CC2=NO)(=O)=O)C)C1 (4-Hydroxyimino-1-methyl-2,2-dioxo-1,2,3,4-tetrahydro-2λ6-benzo[c][1,2]thiazine-7-carboxylic acid methyl ester). The reagents and catalysts are [OH-].[OH-].[Pd+2] (Pd(OH)2). Run in CO (MeOH). The product is COC(=O)C=1C=CC2=C(N(S(CC2N)(=O)=O)C)C1 (4-Amino-1-methyl-2,2-dioxo-1,2,3,4-tetrahydro-2λ6-benzo[c][1,2]thiazine-7-carboxylic acid methyl ester). Reaction SMILES: [CH3:1][O:2][C:3]([C:5]1[CH:6]=[CH:7][C:8]2[C:13](=[N:14]O)[CH2:12][S:11](=[O:17])(=[O:16])[N:10]([CH3:18])[C:9]=2[CH:19]=1)=[O:4]>CO.[OH-].[OH-].[Pd+2]>[CH3:1][O:2][C:3]([C:5]1[CH:6]=[CH:7][C:8]2[CH:13]([NH2:14])[CH2:12][S:11](=[O:17])(=[O:16])[N:10]([CH3:18])[C:9]=2[CH:19]=1)=[O:4] |f:2.3.4|. Procedure details: 4-Hydroxyimino-1-methyl-2,2-dioxo-1,2,3,4-tetrahydro-2λ6-benzo[c][1,2]thiazine-7-carboxylic acid methyl ester (1.50 g, 5.28 mmol) was hydrogenated over Pd(OH)2 (1.30 g, 20% on carbon, wet) in MeOH (100 mL) for 60 h. After filtration and evaporation, chromatography (silica, 0-3% MeOH in CH2CL2) furnished the title compound. MS (+APCI, m/z): 271 (M+H)+, 254 (M−NH2)+, MS (-APCI, m/z): 252 (M−N4)−. The reactants are C=CC(=O)OCC, C1CN2CCN1CC2, [CH3], CCOCC, COc1ccc(-c2cnc(Cl)c(C=O)c2)cc1. Yields the product C=C(C(=O)OCC)C(O)c1cc(-c2ccc(OC)cc2)cnc1Cl. As a reaction SMILES: [C:27]([CH:28]=[CH2:29])(=[O:30])[O:31][CH2:32][CH3:33].[CH2:18]1[N:19]2[CH2:20][CH2:21][N:22]([CH2:23][CH2:24]2)[CH2:25]1.[CH3:26].[CH3:34][CH2:35][O:36][CH2:37][CH3:38].[Cl:1][c:2]1[c:3]([CH:4]=[O:5])[cH:6][c:7](-[c:10]2[cH:11][cH:12][c:13]([O:16][CH3:17])[cH:14][cH:15]2)[cH:8][n:9]1>>[Cl:1][c:2]1[c:3]([CH:4]([OH:5])[C:28]([C:27](=[O:30])[O:31][CH2:32][CH3:33])=[CH2:29])[cH:6][c:7](-[c:10]2[cH:11][cH:12][c:13]([O:16][CH3:17])[cH:14][cH:15]2)[cH:8][n:9]1. The reactants are Cc1ccccc1, Fc1ccc(CCBr)cc1, c1ccc(P(c2ccccc2)c2ccccc2)cc1. Product: [Br-], Fc1ccc(CC[P+](c2ccccc2)(c2ccccc2)c2ccccc2)cc1. As a reaction SMILES: [CH3:30][c:31]1[cH:32][cH:33][cH:34][cH:35][cH:36]1.[F:1][c:2]1[cH:3][cH:4][c:5]([CH2:8][CH2:9][Br:10])[cH:6][cH:7]1.[c:11]1([P:17]([c:18]2[cH:19][cH:20][cH:21][cH:22][cH:23]2)[c:24]2[cH:25][cH:26][cH:27][cH:28][cH:29]2)[cH:12][cH:13][cH:14][cH:15][cH:16]1>>[Br-:10].[F:1][c:2]1[cH:3][cH:4][c:5]([CH2:8][CH2:9][P+:17]([c:11]2[cH:12][cH:13][cH:14][cH:15][cH:16]2)([c:18]2[cH:19][cH:20][cH:21][cH:22][cH:23]2)[c:24]2[cH:25][cH:26][cH:27][cH:28][cH:29]2)[cH:6][cH:7]1.